Dataset: the Open Reaction Database (ORD), a public repository of structured organic reaction records. Task: describe an organic reaction: reactants, conditions, products, and yield Reactants: COC(CCCCCCCC1OC(CC1)C=CC(CCCCC)O)=O (8-[5-(3-Hydroxy-1-octenyl)-tetrahydro-2-furyl]-octanoic acid methyl ester), C([O-])([O-])=O.[K+].[K+] (potassium carbonate). The solvent is CO (methanol). Yields the product OC(C=CC1CCC(O1)CCCCCCCC(=O)O)CCCCC (8-[5-(3-Hydroxy-1-octenyl)-tetrahydro-2-furyl]-octanoic acid). Reaction SMILES: C[O:2][C:3](=[O:25])[CH2:4][CH2:5][CH2:6][CH2:7][CH2:8][CH2:9][CH2:10][CH:11]1[CH2:15][CH2:14][CH:13]([CH:16]=[CH:17][CH:18]([OH:24])[CH2:19][CH2:20][CH2:21][CH2:22][CH3:23])[O:12]1.C(=O)([O-])[O-].[K+].[K+]>CO>[OH:24][CH:18]([CH2:19][CH2:20][CH2:21][CH2:22][CH3:23])[CH:17]=[CH:16][CH:13]1[O:12][CH:11]([CH2:10][CH2:9][CH2:8][CH2:7][CH2:6][CH2:5][CH2:4][C:3]([OH:25])=[O:2])[CH2:15][CH2:14]1 |f:1.2.3|. Procedure: IV (1.77 g, 0.00500 mole), methanol 20 ml), and 20% aqueous potassium carbonate (10 ml) were stirred and heated under reflux for 90 minutes. The methanol was removed from a water bath (60° C, 100 mm Hg). The residue was diluted with water (25 ml) and washed with ether (25 ml). The resulting clear solution was acidified to pH 5-6 with acetic acid. The resulting emulsion was extracted with ether (25 + 25 ml). The combined ethereal extracts were dried over sodium sulfate and evaporated from a water...